This data is from the Open Reaction Database (ORD), a public repository of structured organic reaction records. The task is: describe an organic reaction: reactants, conditions, products, and yield Reactants: CN(C)CCCN(C)c1ccc([N+](=O)[O-])cc1C(F)(F)F, CO. Yields the product CN(C)CCCN(C)c1ccc(N)cc1C(F)(F)F. RXN SMILES: [CH3:1][N:2]([CH2:3][CH2:4][CH2:5][N:6]([c:7]1[c:8]([C:16]([F:17])([F:18])[F:19])[cH:9][c:10]([N+:13]([O-:14])=[O:15])[cH:11][cH:12]1)[CH3:20])[CH3:21].[CH3:22][OH:23]>>[CH3:1][N:2]([CH2:3][CH2:4][CH2:5][N:6]([c:7]1[c:8]([C:16]([F:17])([F:18])[F:19])[cH:9][c:10]([NH2:13])[cH:11][cH:12]1)[CH3:20])[CH3:21].